From a dataset of the Open Reaction Database (ORD), a public repository of structured organic reaction records. describe an organic reaction: reactants, conditions, products, and yield Starting materials: IC1=CC(=C(N)C(=C1)[N+](=O)[O-])C (4-iodo-2-methyl-6-nitroaniline), C(C1=CC=CC=C1)N1CC2(CCC1)CNCCC2 (2-benzyl-2,8-diaza-spiro[5.5]undecane), C(CO)O (ethylene glycol), [O-]P(=O)([O-])[O-].[K+].[K+].[K+] (K3PO4). Reagents/catalysts: [Cu]I (CuI). The solvent is C(C)(C)O (isopropanol). Conditions: temperature 90 celsius. Product: C(C1=CC=CC=C1)N1CC2(CCCN(C2)C2=CC(=C(C(=C2)[N+](=O)[O-])N)C)CCC1 (4-(8-Benzyl-2,8-diaza-spiro[5.5]undec-2-yl)-2-methyl-6-nitro-phenylamine). Yield: 30.1%. Reaction SMILES: I[C:2]1[CH:8]=[C:7]([N+:9]([O-:11])=[O:10])[C:5]([NH2:6])=[C:4]([CH3:12])[CH:3]=1.[CH2:13]([N:20]1[CH2:25][CH2:24][CH2:23][C:22]2([CH2:30][CH2:29][CH2:28][NH:27][CH2:26]2)[CH2:21]1)[C:14]1[CH:19]=[CH:18][CH:17]=[CH:16][CH:15]=1.C(O)CO.[O-]P([O-])([O-])=O.[K+].[K+].[K+]>C(O)(C)C.[Cu]I>[CH2:13]([N:20]1[CH2:25][CH2:24][CH2:23][C:22]2([CH2:26][N:27]([C:2]3[CH:8]=[C:7]([N+:9]([O-:11])=[O:10])[C:5]([NH2:6])=[C:4]([CH3:12])[CH:3]=3)[CH2:28][CH2:29][CH2:30]2)[CH2:21]1)[C:14]1[CH:15]=[CH:16][CH:17]=[CH:18][CH:19]=1 |f:3.4.5.6|. Procedure details: A suspension of 4-iodo-2-methyl-6-nitroaniline (1.39 g, 5 mmol), 2-benzyl-2,8-diaza-spiro[5.5]undecane (1.22 g, 5 mmol), CuI (190.5 mg, 1.0 mmol), ethylene glycol (931 mg, 15 mmol) and K3PO4 (3.2 g, 15 mmol) in isopropanol (40 mL) was sealed and heated at 90° C. for 19 h. After cooled down to room temperature, the reaction mixture was concentrated. The residue was purified by chromatography (99:1 CH2Cl2/MeOH) to afford the title compound (593 mg, 30%). 1H NMR (CDCl3) δ 1.24 (m, 2H), 1.48-1.68 (6... The reactants are BrC(C(=O)C1=CC=CC=C1)C (2-bromo-propiophenone), C(C1=CC=CC=C1)OC1=CC=C(N)C=C1 (4-benzyloxy-aniline). The solvent is C(C)N(CC)CC (triethylamine). Yields the product C(C1=CC=CC=C1)OC=1C=C2C(=C(NC2=CC1)C1=CC=CC=C1)C (5Benzyloxy-3-methyl-2-phenyl-1H-indole). Reaction SMILES: Br[CH:2]([CH3:11])[C:3]([C:5]1[CH:10]=[CH:9][CH:8]=[CH:7][CH:6]=1)=O.[CH2:12]([O:19][C:20]1[CH:26]=[CH:25][C:23]([NH2:24])=[CH:22][CH:21]=1)[C:13]1[CH:18]=[CH:17][CH:16]=[CH:15][CH:14]=1>C(N(CC)CC)C>[CH2:12]([O:19][C:20]1[CH:21]=[C:22]2[C:23](=[CH:25][CH:26]=1)[NH:24][C:3]([C:5]1[CH:10]=[CH:9][CH:8]=[CH:7][CH:6]=1)=[C:2]2[CH3:11])[C:13]1[CH:14]=[CH:15][CH:16]=[CH:17][CH:18]=1. Procedure: An amount of 3.6 g (0.015 mole) of 2-bromo-propiophenone and 6 g (0.03 mole) of 4-benzyloxy-aniline were refluxed for two hours in 15 ml of triethylamine. The mixture was evaporated to dryness, and the residue was heated for two hours to 180° C. After cooling, the residue was mixed with 10% hydrochloric acid and extracted with chloroform. The extracts were dried over sodium sulfate, filtered, and evaporated. The residue obtained was purified by column chromatography on silicagel with toluene as ... Starting materials: C(C)OC(=O)C=1NC2=CC=C(C=C2C1C(C(=O)OCC)=O)F (ethyl 2-(ethoxycarbonyl)-5-fluoro-α-oxo-1H-indole-3-acetate), C1(=CC=CC=C1)NN (phenylhydrazine). Solvent: C(C)(=O)O (acetic acid). Product: FC1=CC=2C3=C(NC2C=C1)C(N(N=C3C(=O)OCC)C3=CC=CC=C3)=O (Ethyl 8-fluoro-4-oxo-3-phenyl-3,5-dihydro-4H-pyridazino[4,5-b]indole-1-carboxylate). Reaction SMILES: C(O[C:4]([C:6]1[NH:7][C:8]2[C:13]([C:14]=1[C:15](=O)[C:16]([O:18][CH2:19][CH3:20])=[O:17])=[CH:12][C:11]([F:22])=[CH:10][CH:9]=2)=[O:5])C.[C:23]1([NH:29][NH2:30])[CH:28]=[CH:27][CH:26]=[CH:25][CH:24]=1>C(O)(=O)C>[F:22][C:11]1[CH:10]=[CH:9][C:8]2[NH:7][C:6]3[C:4](=[O:5])[N:29]([C:23]4[CH:28]=[CH:27][CH:26]=[CH:25][CH:24]=4)[N:30]=[C:15]([C:16]([O:18][CH2:19][CH3:20])=[O:17])[C:14]=3[C:13]=2[CH:12]=1. Procedure details: The preparation is carried out as in Example 1.3, from 5 g (16.2 mmol) of ethyl 2-(ethoxycarbonyl)-5-fluoro-α-oxo-1H-indole-3-acetate and from 9.5 ml of phenylhydrazine in 150 ml of acetic acid. 3.9 g (11 mmol) of solid are isolated, which solid is used as is in the following stage. Reactants: N1(CCOCC1)C(=O)N1CC(CC(C1)C1=CC=C(C=C1)OC(F)(F)F)C(=O)O (1-(Morpholin-4-ylcarbonyl)-5-[4-(trifluoromethoxy)phenyl]piperidine-3-carboxylic acid), ON=C(N)C1=CC=CC=C1 (N′-hydroxybenzenecarboximidamide). Yields the product C1(=CC=CC=C1)C1=NOC(=N1)C1CN(CC(C1)C1=CC=C(C=C1)OC(F)(F)F)C(=O)N1CCOCC1 (4-({3-(3-Phenyl-1,2,4-oxadiazol-5-yl)-5-[4-(trifluoromethoxy)phenyl]piperidin-1-yl}carbonyl)-morpholine). Reaction SMILES: [N:1]1([C:7]([N:9]2[CH2:14][CH:13]([C:15]3[CH:20]=[CH:19][C:18]([O:21][C:22]([F:25])([F:24])[F:23])=[CH:17][CH:16]=3)[CH2:12][CH:11]([C:26]([OH:28])=O)[CH2:10]2)=[O:8])[CH2:6][CH2:5][O:4][CH2:3][CH2:2]1.O[N:30]=[C:31]([C:33]1[CH:38]=[CH:37][CH:36]=[CH:35][CH:34]=1)[NH2:32]>>[C:33]1([C:31]2[N:32]=[C:26]([CH:11]3[CH2:12][CH:13]([C:15]4[CH:20]=[CH:19][C:18]([O:21][C:22]([F:23])([F:25])[F:24])=[CH:17][CH:16]=4)[CH2:14][N:9]([C:7]([N:1]4[CH2:6][CH2:5][O:4][CH2:3][CH2:2]4)=[O:8])[CH2:10]3)[O:28][N:30]=2)[CH:38]=[CH:37][CH:36]=[CH:35][CH:34]=1. Reported procedure: 80 mg (0.20 mmol) of 1-(morpholin-4-ylcarbonyl)-5-[4-(trifluoromethoxy)phenyl]piperidine-3-carboxylic acid (Example 44A) and 30 mg (0.22 mmol, 1.1 eq.) of N′-hydroxybenzenecarboximidamide were reacted according to the General Method 1. Yield: 10 mg (10% of theory)